The task is: describe an organic reaction: reactants, conditions, products, and yield. This data is from the Open Reaction Database (ORD), a public repository of structured organic reaction records. Starting materials: O=C1N(C=CC(=C1)C(=O)O)[C@H](C)C1=CC=CC=C1 ((R)-2-oxo-1-(1-phenylethyl)-1,2-dihydropyridine-4-carboxylic acid), BrC=1C=C(O[C@@H](C)C2=CC=C(C(=O)NCC=3C(=NC(=CC3C)C)O)C=C2)C=CC1 ((S)-4-(1-(3-bromophenoxy)ethyl)-N-((2-hydroxy-4,6-dimethylpyridin-3-yl)methyl)benzamide). Product: CC1=C(C(NC(=C1)C)=O)CNC(=O)C1=C(C(N(C=C1C)C(C)C1=CC=CC=C1)=O)C (N-((4,6-dimethyl-2-oxo-1,2-dihydropyridin-3-yl)methyl)-3,5-dimethyl-2-oxo-1-(1-phenylethyl)-1,2-dihydropyridine-4-carboxamide). RXN SMILES: [O:1]=[C:2]1C=C(C(O)=O)C=[CH:4][N:3]1[C@@H:11]([C:13]1[CH:18]=[CH:17][CH:16]=[CH:15][CH:14]=1)[CH3:12].BrC1C=C(C=CC=1)O[C@H](C1[CH:44]=[CH:43][C:29]([C:30]([NH:32][CH2:33][C:34]2[C:35]([OH:42])=[N:36][C:37]([CH3:41])=[CH:38][C:39]=2[CH3:40])=[O:31])=[CH:28][CH:27]=1)C>>[CH3:40][C:39]1[CH:38]=[C:37]([CH3:41])[NH:36][C:35](=[O:42])[C:34]=1[CH2:33][NH:32][C:30]([C:29]1[C:43]([CH3:44])=[CH:4][N:3]([CH:11]([C:13]2[CH:18]=[CH:17][CH:16]=[CH:15][CH:14]=2)[CH3:12])[C:2](=[O:1])[C:28]=1[CH3:27])=[O:31]. Reported procedure: N-((4,6-dimethyl-2-oxo-1,2-dihydropyridin-3-yl)methyl)-3,5-dimethyl-2-oxo-1-(1-phenylethyl)-1,2-dihydropyridine-4-carboxamide (70 mg) were separated by SFC (Condition: Column: AS (250*30 mm, 5 um), eluent: CO2:EtOH:NH3.H2O=78:22:0.1, flow rate: 50 ml/min, column temperature: 38° C., wavelength: 220 nm) to give 15.6 mg and 14.8 mg of two enantiomers. The LCMS and HNMR of two enantiomers were the same as the racemic compound. Although the separated enantiomers were not optically characterized, for...